From a dataset of the Open Reaction Database (ORD), a public repository of structured organic reaction records. describe an organic reaction: reactants, conditions, products, and yield Reactants: CCN(C(C)C)C(C)C, O=S(=O)(Cl)c1cc(Cl)cc(Cl)c1O, ClCCl, CC(C)(C)OC(=O)NCc1ccc(CNCc2ccc(F)cc2)cc1. Product: CC(C)(C)OC(=O)NCc1ccc(CN(Cc2ccc(F)cc2)S(=O)(=O)c2cc(Cl)cc(Cl)c2O)cc1. RXN SMILES: [CH:39]([N:40]([CH:41]([CH3:42])[CH3:43])[CH2:44][CH3:45])([CH3:46])[CH3:47].[Cl:26][c:27]1[c:28]([OH:38])[c:29]([S:34](=[O:35])(=[O:36])[Cl:37])[cH:30][c:31]([Cl:33])[cH:32]1.[Cl:48][CH2:49][Cl:50].[F:1][c:2]1[cH:3][cH:4][c:5]([CH2:6][NH:7][CH2:8][c:9]2[cH:10][cH:11][c:12]([CH2:13][NH:14][C:15]([O:16][C:17]([CH3:18])([CH3:19])[CH3:20])=[O:21])[cH:22][cH:23]2)[cH:24][cH:25]1>>[F:1][c:2]1[cH:3][cH:4][c:5]([CH2:6][N:7]([CH2:8][c:9]2[cH:10][cH:11][c:12]([CH2:13][NH:14][C:15]([O:16][C:17]([CH3:18])([CH3:19])[CH3:20])=[O:21])[cH:22][cH:23]2)[S:34]([c:29]2[c:28]([OH:38])[c:27]([Cl:26])[cH:32][c:31]([Cl:33])[cH:30]2)(=[O:35])=[O:36])[cH:24][cH:25]1.